From a dataset of the Open Reaction Database (ORD), a public repository of structured organic reaction records. describe an organic reaction: reactants, conditions, products, and yield Starting materials: C1(=CC=CC=C1)C(CCNC)OC1=CC=C2C(C(=COC2=C1)C1=CC=CC=C1)=O (7-(1phenyl-3-methylaminopropoxy)-isoflavone), C=O (formaldehyde). Run in C(=O)O (formic acid). Yields the product C1(=CC=CC=C1)C(CCN(C)C)OC1=CC=C2C(C(=COC2=C1)C1=CC=CC=C1)=O (7-(1-phenyl-3-dimethylaminopropoxy)-isoflavone). Reaction SMILES: [C:1]1([CH:7]([O:12][C:13]2[CH:22]=[C:21]3[C:16]([C:17](=[O:29])[C:18]([C:23]4[CH:28]=[CH:27][CH:26]=[CH:25][CH:24]=4)=[CH:19][O:20]3)=[CH:15][CH:14]=2)[CH2:8][CH2:9][NH:10][CH3:11])[CH:6]=[CH:5][CH:4]=[CH:3][CH:2]=1.[CH2:30]=O>C(O)=O>[C:1]1([CH:7]([O:12][C:13]2[CH:22]=[C:21]3[C:16]([C:17](=[O:29])[C:18]([C:23]4[CH:24]=[CH:25][CH:26]=[CH:27][CH:28]=4)=[CH:19][O:20]3)=[CH:15][CH:14]=2)[CH2:8][CH2:9][N:10]([CH3:30])[CH3:11])[CH:6]=[CH:5][CH:4]=[CH:3][CH:2]=1. Procedure: 30 g of formic acid, is added dropwise to 38.5 g of 7-(1phenyl-3-methylaminopropoxy)-isoflavone, while stirring and cooling, and 7 g of 25% formaldehyde solution is then added dropwise at 20°. The mixture is heated on a waterbath until evolution of gas ceases and is cooled, poured onto ice and worked up in the customary manner to give 7-(1-phenyl-3-dimethylaminopropoxy)-isoflavone. M.p. 128°-130°. The reactants are ClC1=C(COC(NC=2C=NN(C2)CC=2OC(=CC2)C=O)=O)C=CC=C1 ([1-(5-formyl-furan-2-ylmethyl)-1H-pyrazol-4-yl]-carbamic acid 2-chloro-benzyl ester), C1(CC1)[Mg]Br (cyclopropylmagnesium bromide). The product is ClC1=C(COC(NC=2C=NN(C2)CC=2OC(=CC2)C(=O)C2CC2)=O)C=CC=C1 ([1-(5-Cyclopropanecarbonyl-furan-2-ylmethyl)-1H-pyrazol-4-yl]-carbamic acid 2-chloro-benzyl ester). RXN SMILES: [Cl:1][C:2]1[CH:25]=[CH:24][CH:23]=[CH:22][C:3]=1[CH2:4][O:5][C:6](=[O:21])[NH:7][C:8]1[CH:9]=[N:10][N:11]([CH2:13][C:14]2[O:15][C:16]([CH:19]=[O:20])=[CH:17][CH:18]=2)[CH:12]=1.[CH:26]1([Mg]Br)[CH2:28][CH2:27]1>>[Cl:1][C:2]1[CH:25]=[CH:24][CH:23]=[CH:22][C:3]=1[CH2:4][O:5][C:6](=[O:21])[NH:7][C:8]1[CH:9]=[N:10][N:11]([CH2:13][C:14]2[O:15][C:16]([C:19]([CH:26]3[CH2:28][CH2:27]3)=[O:20])=[CH:17][CH:18]=2)[CH:12]=1. Reported procedure: Following general procedures G and H, starting from [1-(5-formyl-furan-2-ylmethyl)-1H-pyrazol-4-yl]-carbamic acid 2-chloro-benzyl ester and cyclopropylmagnesium bromide. The reactants are CCCCCCCCCCCCCCCC(=O)OCC(O)COC(=O)CCCCCCCCCCCCCCC, CCCCCCCCCCCCCCCCCCCCCCCC(O)=S. Product: CCCCCCCCCCCCCCCCCCCCCCCC(=S)C(OC(=O)CCCCCCCCCCCCCCC)C(O)COC(=O)CCCCCCCCCCCCCCC. As a reaction SMILES: [C:1]([CH2:2][CH2:3][CH2:4][CH2:5][CH2:6][CH2:7][CH2:8][CH2:9][CH2:10][CH2:11][CH2:12][CH2:13][CH2:14][CH2:15][CH3:16])(=[O:17])[O:18][CH2:19][CH:20]([OH:21])[CH2:22][O:23][C:24]([CH2:25][CH2:26][CH2:27][CH2:28][CH2:29][CH2:30][CH2:31][CH2:32][CH2:33][CH2:34][CH2:35][CH2:36][CH2:37][CH2:38][CH3:39])=[O:40].[CH2:41]([CH2:42][CH2:43][CH2:44][CH2:45][CH2:46][CH2:47][CH2:48][CH2:49][CH2:50][CH2:51][CH2:52][CH2:53][CH2:54][CH2:55][CH2:56][CH2:57][CH2:58][CH2:59][CH2:60][CH2:61][CH3:62])[CH2:63][C:64](=[S:65])[OH:66]>>[C:1]([CH2:2][CH2:3][CH2:4][CH2:5][CH2:6][CH2:7][CH2:8][CH2:9][CH2:10][CH2:11][CH2:12][CH2:13][CH2:14][CH2:15][CH3:16])(=[O:17])[O:18][CH:19]([CH:20]([OH:21])[CH2:22][O:23][C:24]([CH2:25][CH2:26][CH2:27][CH2:28][CH2:29][CH2:30][CH2:31][CH2:32][CH2:33][CH2:34][CH2:35][CH2:36][CH2:37][CH2:38][CH3:39])=[O:40])[C:64]([CH2:63][CH2:41][CH2:42][CH2:43][CH2:44][CH2:45][CH2:46][CH2:47][CH2:48][CH2:49][CH2:50][CH2:51][CH2:52][CH2:53][CH2:54][CH2:55][CH2:56][CH2:57][CH2:58][CH2:59][CH2:60][CH2:61][CH3:62])=[S:65].